From a dataset of the Open Reaction Database (ORD), a public repository of structured organic reaction records. describe an organic reaction: reactants, conditions, products, and yield RXN SMILES: [C:15]([NH:16][NH2:17])(=[O:18])[O:19][CH2:20][CH3:21].[CH3:23][CH2:24][OH:25].[ClH:22].[O:1]1[CH2:2][O:3][CH2:4][CH:5]([C:7](=[O:8])[c:9]2[cH:10][n:11][cH:12][cH:13][cH:14]2)[CH2:6]1>>[O:1]1[CH2:2][O:3][CH2:4][CH:5]([C:7]([c:9]2[cH:10][n:11][cH:12][cH:13][cH:14]2)=[N:17][NH:16][C:15](=[O:18])[O:19][CH2:20][CH3:21])[CH2:6]1. Yields the product CCOC(=O)NN=C(c1cccnc1)C1COCOC1. Starting materials: CCOC(=O)NN, CCO, Cl, O=C(c1cccnc1)C1COCOC1.